From a dataset of the Open Reaction Database (ORD), a public repository of structured organic reaction records. describe an organic reaction: reactants, conditions, products, and yield Starting materials: NCC(=O)NCC(=O)NCC(=O)O (H-Gly-Gly-Gly-OH), FC1=C(C(=C(C(=C1OC(CSC(C)=O)=O)F)F)F)F (S-acetyl-thioglycolic acid pentafluorophenyl ester), CCN(C(C)C)C(C)C (DIPEA). The solvent is CN(C)C=O (DMF), O (water). Conditions: time 8 hour. The product is C(C)(=O)SCC(=O)NCC(=O)NCC(=O)NCC(=O)O (S-acetyl-mercaptoacetylglycylglycylglycine). As a reaction SMILES: [NH2:1][CH2:2][C:3]([NH:5][CH2:6][C:7]([NH:9][CH2:10][C:11]([OH:13])=[O:12])=[O:8])=[O:4].FC1C([O:21][C:22](=O)[CH2:23][S:24][C:25](=[O:27])[CH3:26])=C(F)C(F)=C(F)C=1F.CCN(C(C)C)C(C)C>CN(C=O)C.O>[C:25]([S:24][CH2:23][C:22]([NH:1][CH2:2][C:3]([NH:5][CH2:6][C:7]([NH:9][CH2:10][C:11]([OH:13])=[O:12])=[O:8])=[O:4])=[O:21])(=[O:27])[CH3:26]. Reported procedure: A solution of H-Gly-Gly-Gly-OH (1.28 g, 6.76 mmol), S-acetyl-thioglycolic acid pentafluorophenyl ester (Novabiochem, 2 g, 6.76 mmol) and DIPEA (1.14 ml, 6.76 mmol) in a mixture of DMF (25 ml) and water (12 ml), was stirred overnight at room temperature. The reaction mixture was filtered to remove some remaining H-Gly-Gly-Gly-OH, brought to pH2 with 1M aqueous HCl and evaporated to dryness. The residue was triturated with acetone to afford the title compound. Reactants: ClCCCCS(=O)(=O)C1=C(C=O)C=CC=C1 (2-[(4-chlorobutyl)sulfonyl]benzaldehyde), C(CCC)N (n-butylamine), S(=O)(=O)([O-])[O-].[Mg+2] (magnesium sulfate). The reagents and catalysts are S(O)(O)(=O)=O (sulfuric acid). Solvent: C(C)OCC (diethyl ether). Yields the product ClCCCCS(=O)(=O)C1=C(C=CC=C1)C=NCCCC (N-{2-[(4-Chlorobutyl)sulfonyl]phenylmethylene}-1-butanamine). Reaction SMILES: [Cl:1][CH2:2][CH2:3][CH2:4][CH2:5][S:6]([C:9]1[CH:16]=[CH:15][CH:14]=[CH:13][C:10]=1[CH:11]=O)(=[O:8])=[O:7].[CH2:17]([NH2:21])[CH2:18][CH2:19][CH3:20].S([O-])([O-])(=O)=O.[Mg+2]>S(=O)(=O)(O)O.C(OCC)C>[Cl:1][CH2:2][CH2:3][CH2:4][CH2:5][S:6]([C:9]1[CH:16]=[CH:15][CH:14]=[CH:13][C:10]=1[CH:11]=[N:21][CH2:17][CH2:18][CH2:19][CH3:20])(=[O:8])=[O:7] |f:2.3|. Procedure: 2.45 g of 2-[(4-chlorobutyl)sulfonyl]benzaldehyde was treated with 1.1 ml of n-butylamine, 3.4 g of magnesium sulfate, and 2 drops of concentrated sulfuric acid in 20 ml of diethyl ether in the same manner as described for Example 1, Part C to give 2.76 g of product. 1H-NMR (CDCl3) δ 0.96(t,3H,J=7 Hz); 1.32-1.50(m,2H); 1.65-1.79(m,2H); 1.84-1.93(m,4H); 3.11-3.20(m,2H); 3.46-3.53(m,2H); 3.67-3.74(m,2H); 7.55-7.73(m,2H); 8.00-8.13(m,2H); 9.12(s,1H). Starting materials: CC(C)(C)Nc1nc(F)c(Cl)c(N2C(=O)c3ccccc3C2=O)c1F, O=C(O)C(F)(F)F. Yields the product Nc1nc(F)c(Cl)c(N2C(=O)c3ccccc3C2=O)c1F. Reaction SMILES: [C:1]([CH3:2])([CH3:3])([CH3:4])[NH:5][c:6]1[n:7][c:8]([F:25])[c:9]([Cl:24])[c:10]([N:13]2[C:14](=[O:23])[c:15]3[c:16]([cH:19][cH:20][cH:21][cH:22]3)[C:17]2=[O:18])[c:11]1[F:12].[OH:26][C:27]([C:28]([F:29])([F:30])[F:31])=[O:32]>>[NH2:5][c:6]1[n:7][c:8]([F:25])[c:9]([Cl:24])[c:10]([N:13]2[C:14](=[O:23])[c:15]3[c:16]([cH:19][cH:20][cH:21][cH:22]3)[C:17]2=[O:18])[c:11]1[F:12]. Reactants: CC(=O)c1ccc(OS(=O)(=O)C(F)(F)F)cc1C, CCCC[Sn](CCCC)(CCCC)c1ccco1, [Cl-], [Li+], C1COCCO1, O, c1ccc(P(c2ccccc2)(c2ccccc2)[Pd](P(c2ccccc2)(c2ccccc2)c2ccccc2)(P(c2ccccc2)(c2ccccc2)c2ccccc2)P(c2ccccc2)(c2ccccc2)c2ccccc2)cc1. The product is CC(=O)c1ccc(-c2ccco2)cc1C. RXN SMILES: [C:1]([CH3:2])(=[O:3])[c:4]1[c:5]([CH3:18])[cH:6][c:7]([O:10][S:11]([C:12]([F:13])([F:14])[F:15])(=[O:16])=[O:17])[cH:8][cH:9]1.[CH2:19]([Sn:20]([CH2:21][CH2:22][CH2:23][CH3:29])([c:24]1[o:25][cH:26][cH:27][cH:28]1)[CH2:30][CH2:31][CH2:32][CH3:33])[CH2:34][CH2:35][CH3:36].[Cl-:38].[Li+:37].[O:39]1[CH2:40][CH2:41][O:42][CH2:43][CH2:44]1.[OH2:45].[cH:46]1[cH:47][cH:48][c:49]([P:50]([Pd:51]([P:52]([c:53]2[cH:54][cH:55][cH:56][cH:57][cH:58]2)([c:59]2[cH:60][cH:61][cH:62][cH:63][cH:64]2)[c:65]2[cH:66][cH:67][cH:68][cH:69][cH:70]2)([P:71]([c:72]2[cH:73][cH:74][cH:75][cH:76][cH:77]2)([c:78]2[cH:79][cH:80][cH:81][cH:82][cH:83]2)[c:84]2[cH:85][cH:86][cH:87][cH:88][cH:89]2)[P:90]([c:91]2[cH:92][cH:93][cH:94][cH:95][cH:96]2)([c:97]2[cH:98][cH:99][cH:100][cH:101][cH:102]2)[c:103]2[cH:104][cH:105][cH:106][cH:107][cH:108]2)([c:109]2[cH:110][cH:111][cH:112][cH:113][cH:114]2)[c:115]2[cH:116][cH:117][cH:118][cH:119][cH:120]2)[cH:121][cH:122]1>>[C:1]([CH3:2])(=[O:3])[c:4]1[c:5]([CH3:18])[cH:6][c:7](-[c:24]2[o:25][cH:26][cH:27][cH:28]2)[cH:8][cH:9]1. Reactants: CCO, Cl, CC(C)(C)OC(=O)n1ccc(-c2ccc(-c3nc4ccc(I)cc4o3)cc2)n1, [Na+], C1CCOC1, [OH-]. Yields the product Ic1ccc2nc(-c3ccc(-c4cc[nH]n4)cc3)oc2c1. As a reaction SMILES: [CH3:36][CH2:37][OH:38].[ClH:39].[I:1][c:2]1[cH:3][c:4]2[c:5]([n:6][c:7](-[c:9]3[cH:10][cH:11][c:12](-[c:15]4[n:16][n:17]([C:20]([O:21][C:22]([CH3:23])([CH3:24])[CH3:25])=[O:26])[cH:18][cH:19]4)[cH:13][cH:14]3)[o:8]2)[cH:27][cH:28]1.[Na+:30].[O:31]1[CH2:32][CH2:33][CH2:34][CH2:35]1.[OH-:29]>>[I:1][c:2]1[cH:3][c:4]2[c:5]([n:6][c:7](-[c:9]3[cH:10][cH:11][c:12](-[c:15]4[n:16][nH:17][cH:18][cH:19]4)[cH:13][cH:14]3)[o:8]2)[cH:27][cH:28]1. The reactants are CC([O-])=S, C=CCOC(=O)c1csc(N2CC(OS(C)(=O)=O)C2)n1, CN(C)C=O, [K+]. The product is C=CCOC(=O)c1csc(N2CC(SC(C)=O)C2)n1. Reaction SMILES: [C:21]([CH3:22])(=[S:23])[O-:24].[CH2:1]([CH:2]=[CH2:3])[O:4][C:5](=[O:6])[c:7]1[n:8][c:9]([N:12]2[CH2:13][CH:14]([O:16][S:17]([CH3:18])(=[O:19])=[O:20])[CH2:15]2)[s:10][cH:11]1.[CH3:26][N:27]([CH3:28])[CH:29]=[O:30].[K+:25]>>[CH2:1]([CH:2]=[CH2:3])[O:4][C:5](=[O:6])[c:7]1[n:8][c:9]([N:12]2[CH2:13][CH:14]([S:23][C:21]([CH3:22])=[O:24])[CH2:15]2)[s:10][cH:11]1.